From a dataset of the Open Reaction Database (ORD), a public repository of structured organic reaction records. describe an organic reaction: reactants, conditions, products, and yield The reactants are CCOC(=O)Cc1cccc2c(-c3ccc(N(C)C)cc3)nccc12, CCO, [Na+], [OH-]. Product: CN(C)c1ccc(-c2nccc3c(CC(=O)O)cccc23)cc1. RXN SMILES: [CH3:1][N:2]([c:3]1[cH:4][cH:5][c:6](-[c:9]2[n:10][cH:11][cH:12][c:13]3[c:14]([CH2:19][C:20](=[O:21])[O:22][CH2:23][CH3:24])[cH:15][cH:16][cH:17][c:18]23)[cH:7][cH:8]1)[CH3:25].[CH3:28][CH2:29][OH:30].[Na+:27].[OH-:26]>>[CH3:1][N:2]([c:3]1[cH:4][cH:5][c:6](-[c:9]2[n:10][cH:11][cH:12][c:13]3[c:14]([CH2:19][C:20](=[O:21])[OH:22])[cH:15][cH:16][cH:17][c:18]23)[cH:7][cH:8]1)[CH3:25].